From a dataset of the Open Reaction Database (ORD), a public repository of structured organic reaction records. describe an organic reaction: reactants, conditions, products, and yield Starting materials: [N+](=O)([O-])C=1C(=NNC1)C(=O)O (4-nitro-1H-pyrazole-3-carboxylic acid), Cl.CN(CCCN=C=NCC)C (1-(3-dimethylaminopropyl)-3-ethylcarbodiimide hydrochloride), CO (methanol). Reagents/catalysts: CN(C1=CC=NC=C1)C (4-dimethylaminopyridine). The solvent is ClCCl (dichloromethane), ClCCl (dichloromethane). Conditions: temperature 25 celsius, time 18 hour. Yields the product ethyl acetate petroleum ether, COC(=O)C1=NNC=C1[N+](=O)[O-] (4-nitro-1H-pyrazole-3-carboxylic acid methyl ester). Isolated yield 48.8%. As a reaction SMILES: [N+:1]([C:4]1[C:5]([C:9]([OH:11])=[O:10])=[N:6][NH:7][CH:8]=1)([O-:3])=[O:2].Cl.[CH3:13]N(C)CCCN=C=NCC.CO>ClCCl.CN(C)C1C=CN=CC=1>[CH3:13][O:10][C:9]([C:5]1[C:4]([N+:1]([O-:3])=[O:2])=[CH:8][NH:7][N:6]=1)=[O:11] |f:1.2|. Reported procedure: A mixture of 4-nitro-1H-pyrazole-3-carboxylic acid (2.0 g, 12.7 mmol) in dichloromethane at 25° C. was treated with 1-(3-dimethylaminopropyl)-3-ethylcarbodiimide hydrochloride (2.68 g, 14.0 mmol), methanol (8.2 mL), and 4-dimethylaminopyridine (155 mg, 1.27 mmol). The reaction was stirred at 25° C. for 18 h. At this time, the reaction was diluted with dichloromethane and was washed with a 1N aqueous hydrochloric acid solution (1×50 mL). The organics were dried over magnesium sulfate, filtered, a... Reactants: Intermediate 20, CS(=O)(=O)C1=CC=C(C=C1)Br (4-bromophenyl methyl sulfone), C(C)(C)(C)OC(COC1=C(C=C(C=C1)Cl)C#C)=O (tert-butyl(4-chloro-2-ethynylphenoxy)acetate), C(C)(C)(C)OC(COC1=C(C=C(C=C1)Cl)C#C)=O (tert-butyl(4-chloro-2-ethynylphenoxy)acetate). Product: C(C)(C)(C)OC(COC1=C(C=C(C=C1)Cl)C#CC1=CC=C(C=C1)S(=O)(=O)C)=O (tert-butyl(4-chloro-2-{[4-(methylsulfonyl)phenyl]ethynyl}phenoxy)acetate). RXN SMILES: [C:1]([O:5][C:6](=[O:18])[CH2:7][O:8][C:9]1[CH:14]=[CH:13][C:12]([Cl:15])=[CH:11][C:10]=1[C:16]#[CH:17])([CH3:4])([CH3:3])[CH3:2].[CH3:19][S:20]([C:23]1[CH:28]=[CH:27][C:26](Br)=[CH:25][CH:24]=1)(=[O:22])=[O:21]>>[C:1]([O:5][C:6](=[O:18])[CH2:7][O:8][C:9]1[CH:14]=[CH:13][C:12]([Cl:15])=[CH:11][C:10]=1[C:16]#[C:17][C:26]1[CH:27]=[CH:28][C:23]([S:20]([CH3:19])(=[O:22])=[O:21])=[CH:24][CH:25]=1)([CH3:4])([CH3:3])[CH3:2]. Reported procedure: Following the general method as outlined in Intermediate 20, starting from (4-chloro-2-ethynyl-phenoxy)-acetic acid tert-butyl ester (Intermediate 3) and 4-bromophenyl methyl sulfone, the title compound was obtained as a brown sticky solid after purification by flash column chromatography (silica), eluting with cyclohexane containing increasing amounts of EtOAc. Reactants: CC(C)(C)OC(=O)N1CC2CNCC2C1, O=[N+]([O-])c1ccc(F)cn1. The product is CC(C)(C)OC(=O)N1CC2CN(c3ccc([N+](=O)[O-])nc3)CC2C1. RXN SMILES: [CH2:1]1[N:2]([C:9](=[O:10])[O:11][C:12]([CH3:13])([CH3:14])[CH3:15])[CH2:3][CH:4]2[CH:5]1[CH2:6][NH:7][CH2:8]2.[F:16][c:17]1[cH:18][cH:19][c:20]([N+:23](=[O:24])[O-:25])[n:21][cH:22]1>>[CH2:1]1[N:2]([C:9](=[O:10])[O:11][C:12]([CH3:13])([CH3:14])[CH3:15])[CH2:3][CH:4]2[CH:5]1[CH2:6][N:7]([c:17]1[cH:18][cH:19][c:20]([N+:23](=[O:24])[O-:25])[n:21][cH:22]1)[CH2:8]2. Reactants: O=C([O-])[O-], CCOC(C)=O, [K+], [K+], CN(C)C=O, O=c1cc(O)ccn1CCc1ccc(CO)cc1, CS(=O)(=O)OCc1cccs1. The product is O=c1cc(OCc2cccs2)ccn1CCc1ccc(CO)cc1. Reaction SMILES: [C:30](=[O:31])([O-:32])[O-:33].[CH3:41][CH2:42][O:43][C:44]([CH3:45])=[O:46].[K+:34].[K+:35].[O:36]=[CH:37][N:38]([CH3:39])[CH3:40].[OH:1][c:2]1[cH:3][c:4](=[O:18])[n:5]([CH2:8][CH2:9][c:10]2[cH:11][cH:12][c:13]([CH2:16][OH:17])[cH:14][cH:15]2)[cH:6][cH:7]1.[s:19]1[c:20]([CH2:24][O:25][S:26]([CH3:27])(=[O:28])=[O:29])[cH:21][cH:22][cH:23]1>>[O:1]([c:2]1[cH:3][c:4](=[O:18])[n:5]([CH2:8][CH2:9][c:10]2[cH:11][cH:12][c:13]([CH2:16][OH:17])[cH:14][cH:15]2)[cH:6][cH:7]1)[CH2:24][c:20]1[s:19][cH:23][cH:22][cH:21]1.